describe an organic reaction: reactants, conditions, products, and yield From a dataset of the Open Reaction Database (ORD), a public repository of structured organic reaction records. Reactants: Cl.C(C)OC(=O)C=1CN(CCC1O)CC1=CC2=C1C=C(C=C2)OC (4-hydroxy-1-[(5-methoxybenzocyclobuten-1-yl)methyl]-1,2,5,6-tetrahydro-pyridine-3carboxylic acid ethyl ester hydrochloride). Reagents/catalysts: [Pt]=O (platinum oxide). Solvent: C(C)O (ethanol). Product: Cl.C(C)OC(=O)[C@@H]1CN(CC[C@@H]1O)CC1=CC2=C1C=C(C=C2)OC (cis-4-hydroxy-1-[(5-methoxybenzocyclobuten-1-yl)methyl]-piperidine-3carboxylic acid ethyl ester hydrochloride). Reaction SMILES: [ClH:1].[CH2:2]([O:4][C:5]([C:7]1[CH2:8][N:9]([CH2:14][C:15]2[C:18]3[CH:19]=[C:20]([O:23][CH3:24])[CH:21]=[CH:22][C:17]=3[CH:16]=2)[CH2:10][CH2:11][C:12]=1[OH:13])=[O:6])[CH3:3]>C(O)C.[Pt]=O>[ClH:1].[CH2:2]([O:4][C:5]([C@H:7]1[C@@H:12]([OH:13])[CH2:11][CH2:10][N:9]([CH2:14][C:15]2[C:18]3[CH:19]=[C:20]([O:23][CH3:24])[CH:21]=[CH:22][C:17]=3[CH:16]=2)[CH2:8]1)=[O:6])[CH3:3] |f:0.1,4.5|. Reported procedure: 11.7 g (33 mmol) of 4-hydroxy-1-[(5-methoxybenzocyclobuten-1-yl)methyl]-1,2,5,6-tetrahydro-pyridine-3carboxylic acid ethyl ester hydrochloride are hydrogenated at 4.105Pa and room temperature with the addition of 1.2 g of platinum oxide in 300 ml of ethanol. The catalyst is filtered off and the reaction solution is concentrated. Crystallisation from ethanol/diethyl ether yields cis-4-hydroxy-1-[(5-methoxybenzocyclobuten-1-yl)methyl]-piperidine-3carboxylic acid ethyl ester hydrochloride of m.p. 1... RXN SMILES: [NH:1]([CH2:8][C:9]([O:11][CH2:12][C:13]([F:16])([F:15])[F:14])=[O:10])[C:2]1[CH:7]=[CH:6][CH:5]=[CH:4][CH:3]=1.[CH3:17][C:18]1[CH:19]=[C:20]([NH:24][C:25](=[O:31])[NH:26][CH2:27][C:28](O)=[O:29])[CH:21]=[CH:22][CH:23]=1.S(Cl)(Cl)=O>>[CH3:17][C:18]1[CH:19]=[C:20]([NH:24][C:25](=[O:31])[NH:26][CH2:27][C:28]([N:1]([CH2:8][C:9]([O:11][CH2:12][C:13]([F:14])([F:15])[F:16])=[O:10])[C:2]2[CH:7]=[CH:6][CH:5]=[CH:4][CH:3]=2)=[O:29])[CH:21]=[CH:22][CH:23]=1. Product: CC=1C=C(C=CC1)NC(NCC(=O)N(C1=CC=CC=C1)CC(=O)OCC(F)(F)F)=O (2,2,2-trifluoroethyl 2-{2-[3-(3-methylphenyl)ureido]-N-phenylacetamido}acetate). Reactants: N(C1=CC=CC=C1)CC(=O)OCC(F)(F)F (2,2,2-trifluoroethyl 2-anilinoacetate), CC=1C=C(C=CC1)NC(NCC(=O)O)=O (2-[3-(3-methylphenyl)ureido]acetic acid), S(=O)(Cl)Cl (thionyl chloride). Isolated yield 14.4%. Procedure: The procedure is carried out in a manner analogous to that described in Example 1, but using 2.3 g of 2,2,2-trifluoroethyl 2-anilinoacetate, 2.1 g of 2-[3-(3-methylphenyl)ureido]acetic acid and 0.7 cm3 of thionyl chloride as starting materials. The product obtained is purified by chromatography on 40 g of silica (0.063-0.200 mm) contained in a column 1.5 cm in diameter [eluent: methylene chloride/ethanol (98/2 by volume)], collecting 10-cm3 fractions. Fractions 5 to 8 are combined and concentrat... Starting materials: BrCC=1C=C(C(=O)OC)C=C(C1)C(C)(C)C#N (methyl 3-bromomethyl-5-(1-cyano-1-methylethyl)benzoate), CC=1N=CN(C1)C(C1=CC=CC=C1)(C1=CC=CC=C1)C1=CC=CC=C1 (4-methyl-1-tritylimidazole). Run in C(C)#N (acetonitrile). Product: C(#N)C(C)(C)C=1C=C(C=C(C(=O)OC)C1)CN1C=NC=C1C (methyl 5-(1-cyano-1-methylethyl)-3-(5-methylimidazol-1-ylmethyl)benzoate). RXN SMILES: Br[CH2:2][C:3]1[CH:4]=[C:5]([CH:10]=[C:11]([C:13]([C:16]#[N:17])([CH3:15])[CH3:14])[CH:12]=1)[C:6]([O:8][CH3:9])=[O:7].[CH3:18][C:19]1[N:20]=[CH:21][N:22](C(C2C=CC=CC=2)(C2C=CC=CC=2)C2C=CC=CC=2)[CH:23]=1>C(#N)C>[C:16]([C:13]([C:11]1[CH:12]=[C:3]([CH2:2][N:20]2[C:19]([CH3:18])=[CH:23][N:22]=[CH:21]2)[CH:4]=[C:5]([CH:10]=1)[C:6]([O:8][CH3:9])=[O:7])([CH3:15])[CH3:14])#[N:17]. Procedure: A mixture of methyl 3-bromomethyl-5-(1-cyano-1-methylethyl)benzoate (0.7 g), 4-methyl-1-tritylimidazole (0.8 g) and acetonitrile (2 ml) was heated under reflux for 48 h, then evaporated to dryness. The residue of 3-[3-(1-cyano-1-methylethyl)-5-methoxycarbonylbenzyl]-4-methyl-1-tritylimi dazolium bromide was washed with diethyl ether (2×10 ml), and the residue was treated with glacial acetic acid (4 ml) and water (1 ml) and heated at 90° for 15 minutes. The mixture was diluted with water (20 ml),... The reactants are BrC1=C(C2=CC(=C(C=C2C=C1)OC)OC)C=O (2-Bromo-6,7-dimethoxy-1-napthaldehyde), compound 8, C(=O)(O)[O-].[Na+] (NaHCO3), CN(C=O)C (Dimethylformamide), P(Br)(Br)Br (phosphorus tribromide). Solvent: C(Cl)(Cl)Cl (chloroform), C(Cl)(Cl)Cl (chloroform). Run at temperature 0 celsius, time 1 hour. Yields the product BrC1=C(C2=CC=CC=C2CC1)C=O (2-bromo-3,4-dihydro-1-napthaldehyde). Isolated yield 87.0%. As a reaction SMILES: [Br:1][C:2]1[CH:11]=[CH:10][C:9]2[C:4](=[CH:5][C:6](OC)=[C:7](OC)[CH:8]=2)[C:3]=1[CH:16]=[O:17].CN(C)C=O.P(Br)(Br)Br.C([O-])(O)=O.[Na+]>C(Cl)(Cl)Cl>[Br:1][C:2]1[CH2:11][CH2:10][C:9]2[C:4](=[CH:5][CH:6]=[CH:7][CH:8]=2)[C:3]=1[CH:16]=[O:17] |f:3.4|. Reported procedure: 2-Bromo-6,7-dimethoxy-1-napthaldehyde (10). Dimethylformamide (3.0 g, 41 mmol) was added dropwise to solution of phosphorus tribromide (3.3 mL, 35 mmol) in dry chloroform (50 mL) at 0° C. The mixture was stirred at 0° C. for 1 h to give pale yellow suspension. A solution of compound 8 (2.0 g, 9.7 mmol) in chloroform was added to the yellow suspension and the mixture was heated at reflux for 1 h. The reaction mixture was cooled to 0° C. and saturated aqueous NaHCO3 solution was added dropwise unt... The reactants are FC(C=1C=C(C=CC1)B1OC(C(O1)(C)C)(C)C)F (2-(3-difluoromethyl-phenyl)-4,4,5,5-tetramethyl-[1,3,2]dioxaborolane), ClC=1C=C(N=NC1)CN1C(=NC=C1)C (5-chloro-3-(2-methyl-imidazol-1-yl-methyl)-pyridazine). Yields the product Cl.FC(C=1C=C(C=CC1)C=1C=C(N=NC1)CN1C(=NC=C1)C)F (5-(3-Difluoromethyl-phenyl)-3-(2-methyl-imidazol-1-yl-methyl)-pyridazine hydrochloride). As a reaction SMILES: [F:1][CH:2]([F:18])[C:3]1[CH:4]=[C:5](B2OC(C)(C)C(C)(C)O2)[CH:6]=[CH:7][CH:8]=1.[Cl:19][C:20]1[CH:21]=[C:22]([CH2:26][N:27]2[CH:31]=[CH:30][N:29]=[C:28]2[CH3:32])[N:23]=[N:24][CH:25]=1>>[ClH:19].[F:18][CH:2]([F:1])[C:3]1[CH:4]=[C:5]([C:20]2[CH:21]=[C:22]([CH2:26][N:27]3[CH:31]=[CH:30][N:29]=[C:28]3[CH3:32])[N:23]=[N:24][CH:25]=2)[CH:6]=[CH:7][CH:8]=1 |f:2.3|. Procedure: The title compound, MS: m/e=301.3 (M+H+), was prepared from 2-(3-difluoromethyl-phenyl)-4,4,5,5-tetramethyl-[1,3,2]dioxaborolane and 5-chloro-3-(2-methyl-imidazol-1-yl-methyl)-pyridazine. The reactants are C=CCCOCCCCCCBr, O=S1(=O)CCCc2ccc(Br)cc21, B1C2CCCC1CCC2, [K+], [K+], [K+], CC(=O)[O-], CC(=O)[O-], C1CCOC1, O, O=P([O-])([O-])[O-], [Pd+2], c1ccc(P(c2ccccc2)c2ccccc2)cc1. The product is O=S1(=O)CCCc2ccc(CCCCOCCCCCCBr)cc21. Reaction SMILES: [Br:1][CH2:2][CH2:3][CH2:4][CH2:5][CH2:6][CH2:7][O:8][CH2:9][CH2:10][CH:11]=[CH2:12].[Br:30][c:31]1[cH:32][cH:33][c:34]2[c:39]([cH:40]1)[S:38](=[O:41])(=[O:42])[CH2:37][CH2:36][CH2:35]2.[CH:13]12[CH2:14][CH2:15][CH2:16][CH:17]([BH:18]1)[CH2:19][CH2:20][CH2:21]2.[K+:27].[K+:28].[K+:29].[O-:69][C:70]([CH3:71])=[O:72].[O-:73][C:74]([CH3:75])=[O:76].[O:62]1[CH2:63][CH2:64][CH2:65][CH2:66]1.[OH2:67].[P:22]([O-:23])([O-:24])([O-:25])=[O:26].[Pd+2:68].[c:43]1([P:44]([c:45]2[cH:46][cH:47][cH:48][cH:49][cH:50]2)[c:51]2[cH:52][cH:53][cH:54][cH:55][cH:56]2)[cH:57][cH:58][cH:59][cH:60][cH:61]1>>[Br:1][CH2:2][CH2:3][CH2:4][CH2:5][CH2:6][CH2:7][O:8][CH2:9][CH2:10][CH2:11][CH2:12][c:31]1[cH:32][cH:33][c:34]2[c:39]([cH:40]1)[S:38](=[O:41])(=[O:42])[CH2:37][CH2:36][CH2:35]2. Reactants: CN(C)C(=O)Oc1cccc2cnccc12 (substrate), CCO[Si](OCC)(OCC)c1cccc(C)c1 (effective_coupling_partner). Reagents/catalysts: dcype. Reaction conditions: temperature 120 celsius, time 12 hour. Product: Cc3cccc(c1cccc2cnccc12)c3. Reactants: OCC=1C=C(C=CC1)B(O)O (3-Hydroxymethylbenzeneboronic acid), BrC=1C=C(C=CC1)CC(=O)O (3-bromophenylacetic acid), P(=O)([O-])([O-])[O-].[K+].[K+].[K+] (potassium phosphate), CN(C)C=O (DMF), Bis[triphenylphosphine]palladium(II) chloride. The solvent is O (water). Run at temperature 90 celsius. The product is OCC=1C=C(C=CC1)C=1C=C(C=CC1)CC(=O)O (3-(3-hydroxymethylphenyl)phenyl acetic acid). Yield: 104.9%. As a reaction SMILES: [OH:1][CH2:2][C:3]1[CH:4]=[C:5](B(O)O)[CH:6]=[CH:7][CH:8]=1.Br[C:13]1[CH:14]=[C:15]([CH2:19][C:20]([OH:22])=[O:21])[CH:16]=[CH:17][CH:18]=1.P([O-])([O-])([O-])=O.[K+].[K+].[K+].CN(C=O)C>O>[OH:1][CH2:2][C:3]1[CH:4]=[C:5]([C:13]2[CH:14]=[C:15]([CH2:19][C:20]([OH:22])=[O:21])[CH:16]=[CH:17][CH:18]=2)[CH:6]=[CH:7][CH:8]=1 |f:2.3.4.5|. Reported procedure: 3-Hydroxymethylbenzeneboronic acid (1.8 g, 11.8 mmol), 3-bromophenylacetic acid (2.55 g, 11.8 mmol), tribasic potassium phosphate, (7.54 g, 35.5 mmol), DMF (55 ml), and water (20 ml) were degassed under nitrogen in a 250 ml flask fitted with a reflux condenser. Bis[triphenylphosphine]palladium(II) chloride (0.17 g, 0.24 mmol) was added. The mixture was degassed under nitrogen, and heated at 90° C. overnight, then acidified with 2N HCl, mixed with brine (15 ml), and extracted with methylene chlor... Reaction conditions: time 20 minute. Starting materials: O (Water), C(C)S(=O)(=O)C1=NC2=C(N1C1=CC=C(C=C1)F)C=C(C=C2)C=2C(=NN(C2)C(C2=CC=CC=C2)(C2=CC=CC=C2)C2=CC=CC=C2)C2=CC=C(C=C2)F (2-(ethylsulfonyl)-1-(4-fluorophenyl)-6-[3-(4-fluorophenyl)-1-trityl-1H-4-pyrazolyl]-1H-benzo[d]imidazole), CC1=NC=CC=C1O (2-methyl-3-pyridinol), [H-].[Na+] (sodium hydride). Procedure: 40 mg 2-(ethylsulfonyl)-1-(4-fluorophenyl)-6-[3-(4-fluorophenyl)-1-trityl-1H-4-pyrazolyl]-1H-benzo[d]imidazole obtained in Example 138 was dissolved in 2 mL N,N-dimethylformamide, then 6.8 mg sodium hydride was added thereto and stirred for 20 minutes, and 3 mL 2-methyl-3-pyridinol was added thereto and stirred at 80° C. for 3 hours. Water was added thereto, and the reaction solution was extracted with ethyl acetate, and the organic layer was washed with water and brine and dried over sodium sul... Solvent: CN(C=O)C (N,N-dimethylformamide). RXN SMILES: C(S([C:6]1[N:10]([C:11]2[CH:16]=[CH:15][C:14]([F:17])=[CH:13][CH:12]=2)[C:9]2[CH:18]=[C:19]([C:22]3[C:23]([C:46]4[CH:51]=[CH:50][C:49]([F:52])=[CH:48][CH:47]=4)=[N:24][N:25]([C:27]([C:40]4[CH:45]=[CH:44][CH:43]=[CH:42][CH:41]=4)([C:34]4[CH:39]=[CH:38][CH:37]=[CH:36][CH:35]=4)[C:28]4[CH:33]=[CH:32][CH:31]=[CH:30][CH:29]=4)[CH:26]=3)[CH:20]=[CH:21][C:8]=2[N:7]=1)(=O)=O)C.[H-].[Na+].[CH3:55][C:56]1[C:61]([OH:62])=[CH:60][CH:59]=[CH:58][N:57]=1.O>CN(C)C=O>[F:17][C:14]1[CH:15]=[CH:16][C:11]([N:10]2[C:9]3[CH:18]=[C:19]([C:22]4[C:23]([C:46]5[CH:47]=[CH:48][C:49]([F:52])=[CH:50][CH:51]=5)=[N:24][N:25]([C:27]([C:28]5[CH:33]=[CH:32][CH:31]=[CH:30][CH:29]=5)([C:40]5[CH:45]=[CH:44][CH:43]=[CH:42][CH:41]=5)[C:34]5[CH:39]=[CH:38][CH:37]=[CH:36][CH:35]=5)[CH:26]=4)[CH:20]=[CH:21][C:8]=3[N:7]=[C:6]2[O:62][C:61]2[C:56]([CH3:55])=[N:57][CH:58]=[CH:59][CH:60]=2)=[CH:12][CH:13]=1 |f:1.2|. The product is FC1=CC=C(C=C1)N1C(=NC2=C1C=C(C=C2)C=2C(=NN(C2)C(C2=CC=CC=C2)(C2=CC=CC=C2)C2=CC=CC=C2)C2=CC=C(C=C2)F)OC=2C(=NC=CC2)C (1-(4-fluorophenyl)-6-[3-(4-fluorophenyl)-1-trityl-1H-4-pyrazolyl]-2-[(2-methyl-3-pyridyl)oxy]-1H-benzo[d] imidazole).